From a dataset of the Open Reaction Database (ORD), a public repository of structured organic reaction records. describe an organic reaction: reactants, conditions, products, and yield Starting materials: CCCc1nc(C(F)(F)F)ccc1C=CC(=O)O, Cl, CS(=O)(=O)Nc1c(F)cc(CN)cc1F. The product is CCCc1nc(C(F)(F)F)ccc1C=CC(=O)NCc1cc(F)c(NS(C)(=O)=O)c(F)c1. Reaction SMILES: [CH2:17]([CH2:18][CH3:19])[c:20]1[n:21][c:22]([C:31]([F:32])([F:33])[F:34])[cH:23][cH:24][c:25]1[CH:26]=[CH:27][C:28](=[O:29])[OH:30].[ClH:16].[NH2:1][CH2:2][c:3]1[cH:4][c:5]([F:15])[c:6]([NH:10][S:11](=[O:12])(=[O:13])[CH3:14])[c:7]([F:9])[cH:8]1>>[NH:1]([CH2:2][c:3]1[cH:4][c:5]([F:15])[c:6]([NH:10][S:11](=[O:12])(=[O:13])[CH3:14])[c:7]([F:9])[cH:8]1)[C:28]([CH:27]=[CH:26][c:25]1[c:20]([CH2:17][CH2:18][CH3:19])[n:21][c:22]([C:31]([F:32])([F:33])[F:34])[cH:23][cH:24]1)=[O:29].